Dataset: the Open Reaction Database (ORD), a public repository of structured organic reaction records. Task: describe an organic reaction: reactants, conditions, products, and yield The reactants are COc1ccc(F)cc1C(C)(C)CC1(C(F)(F)F)CO1, Nc1cccc2cccnc12, O=C1NCCCN1. The product is COc1ccc(F)cc1C(C)(C)CC(O)(CNc1cccc2cccnc12)C(F)(F)F. RXN SMILES: [F:1][c:2]1[cH:3][cH:4][c:5]([O:19][CH3:20])[c:6]([C:8]([CH2:9][C:10]2([C:13]([F:14])([F:15])[F:16])[O:11][CH2:12]2)([CH3:17])[CH3:18])[cH:7]1.[NH2:21][c:22]1[cH:23][cH:24][cH:25][c:26]2[cH:27][cH:28][cH:29][n:30][c:31]12.[NH:32]1[CH2:33][CH2:34][CH2:35][NH:36][C:37]1=[O:38]>>[F:1][c:2]1[cH:3][cH:4][c:5]([O:19][CH3:20])[c:6]([C:8]([CH2:9][C:10]([OH:11])([CH2:12][NH:21][c:22]2[cH:23][cH:24][cH:25][c:26]3[cH:27][cH:28][cH:29][n:30][c:31]23)[C:13]([F:14])([F:15])[F:16])([CH3:17])[CH3:18])[cH:7]1. The reactants are CO, NC1CC1, Fc1ccc(-c2n[nH]cc2-c2ccnc(Cl)n2)cc1. The product is Fc1ccc(-c2n[nH]cc2-c2ccnc(NC3CC3)n2)cc1. RXN SMILES: [CH3:24][OH:25].[CH:20]1([NH2:23])[CH2:21][CH2:22]1.[Cl:1][c:2]1[n:3][cH:4][cH:5][c:6](-[c:8]2[c:9](-[c:13]3[cH:14][cH:15][c:16]([F:19])[cH:17][cH:18]3)[n:10][nH:11][cH:12]2)[n:7]1>>[c:2]1([NH:23][CH:20]2[CH2:21][CH2:22]2)[n:3][cH:4][cH:5][c:6](-[c:8]2[c:9](-[c:13]3[cH:14][cH:15][c:16]([F:19])[cH:17][cH:18]3)[n:10][nH:11][cH:12]2)[n:7]1. Starting materials: Brc1ncccn1, O=C([O-])O, CCOC1CNCC1Nc1nc(CC)c(-c2ccc(OC)nc2C)nc1CC, CC(C)(C)[O-], CC(C)c1cccc(C(C)C)c1-n1cc[n+](-c2c(C(C)C)cccc2C(C)C)c1, [Cl-], [K+], [Na+], O=C(C=Cc1ccccc1)C=Cc1ccccc1, O=C(C=Cc1ccccc1)C=Cc1ccccc1, C1COCCO1, O=C(C=Cc1ccccc1)C=Cc1ccccc1, [Pd], [Pd]. Yields the product CCOC1CN(c2ncccn2)CC1Nc1nc(CC)c(-c2ccc(OC)nc2C)nc1CC. Reaction SMILES: [Br:29][c:30]1[n:31][cH:32][cH:33][cH:34][n:35]1.[C:72](=[O:73])([OH:74])[O-:75].[CH2:1]([CH3:2])[O:3][CH:4]1[CH:5]([NH:9][c:10]2[n:11][c:12]([CH2:27][CH3:28])[c:13](-[c:18]3[c:19]([CH3:26])[n:20][c:21]([O:24][CH3:25])[cH:22][cH:23]3)[n:14][c:15]2[CH2:16][CH3:17])[CH2:6][NH:7][CH2:8]1.[CH3:66][C:67]([CH3:68])([O-:69])[CH3:70].[CH:37]([c:38]1[cH:39][cH:40][cH:41][c:42]([CH:43]([CH3:44])[CH3:45])[c:46]1-[n+:47]1[cH:48][cH:49][n:50](-[c:51]2[c:52]([CH:53]([CH3:54])[CH3:55])[cH:56][cH:57][cH:58][c:59]2[CH:60]([CH3:61])[CH3:62])[cH:63]1)([CH3:64])[CH3:65].[Cl-:36].[K+:71].[Na+:76].[O:103]=[C:104]([CH:105]=[CH:106][c:107]1[cH:108][cH:109][cH:110][cH:111][cH:112]1)[CH:113]=[CH:114][c:115]1[cH:116][cH:117][cH:118][cH:119][cH:120]1.[O:121]=[C:122]([CH:123]=[CH:124][c:125]1[cH:126][cH:127][cH:128][cH:129][cH:130]1)[CH:131]=[CH:132][c:133]1[cH:134][cH:135][cH:136][cH:137][cH:138]1.[O:77]1[CH2:78][CH2:79][O:80][CH2:81][CH2:82]1.[O:85]=[C:86]([CH:87]=[CH:88][c:89]1[cH:90][cH:91][cH:92][cH:93][cH:94]1)[CH:95]=[CH:96][c:97]1[cH:98][cH:99][cH:100][cH:101][cH:102]1.[Pd:83].[Pd:84]>>[CH2:1]([CH3:2])[O:3][CH:4]1[CH:5]([NH:9][c:10]2[n:11][c:12]([CH2:27][CH3:28])[c:13](-[c:18]3[c:19]([CH3:26])[n:20][c:21]([O:24][CH3:25])[cH:22][cH:23]3)[n:14][c:15]2[CH2:16][CH3:17])[CH2:6][N:7]([c:30]2[n:31][cH:32][cH:33][cH:34][n:35]2)[CH2:8]1. Reactants: S(=O)(Cl)Cl (thionyl chloride), C(C=C)OC(=O)NCC(=O)O (allyloxycarbonylaminoacetic acid). The solvent is C1(=CC=CC=C1)C (toluene). Run at time 2 hour. Yields the product C(C=C)OC(=O)NCC(=O)Cl (allyloxycarbonylaminoacetyl chloride). RXN SMILES: S(Cl)([Cl:3])=O.[CH2:5]([O:8][C:9]([NH:11][CH2:12][C:13]([OH:15])=O)=[O:10])[CH:6]=[CH2:7]>C1(C)C=CC=CC=1>[CH2:5]([O:8][C:9]([NH:11][CH2:12][C:13]([Cl:3])=[O:15])=[O:10])[CH:6]=[CH2:7]. Procedure: 5.7 ml of thionyl chloride are added at 0° to 3.18 g of allyloxycarbonylaminoacetic acid. At the same temperature, the mixture is then stirred under a protective gas for 2 hours. It is then diluted with absolute toluene and concentrated in a rotary evaporator. IR (CH2Cl2): 3435, 1800, 1725 cm-1. The reactants are COC=1C=C(C=CC1N1C=NC(=C1)C)NC1=NC(=CC(=N1)O)C (2-[3-methoxy-4-(4-methyl-imidazol-1-yl)-phenylamino]-6-methyl-pyrimidin-4-ol), P(=O)(Cl)(Cl)Cl (phosphorous oxychloride). Yields the product ClC1=NC(=NC(=C1)C)NC1=CC(=C(C=C1)N1C=NC(=C1)C)OC ((4-Chloro-6-methyl-pyrimidin-2-yl)-[3-methoxy-4-(4-methyl-imidazol-1-yl)-phenyl]-amine). Isolated yield 100.0%. Reaction SMILES: [CH3:1][O:2][C:3]1[CH:4]=[C:5]([NH:15][C:16]2[N:21]=[C:20](O)[CH:19]=[C:18]([CH3:23])[N:17]=2)[CH:6]=[CH:7][C:8]=1[N:9]1[CH:13]=[C:12]([CH3:14])[N:11]=[CH:10]1.P(Cl)(Cl)([Cl:26])=O>>[Cl:26][C:20]1[CH:19]=[C:18]([CH3:23])[N:17]=[C:16]([NH:15][C:5]2[CH:6]=[CH:7][C:8]([N:9]3[CH:13]=[C:12]([CH3:14])[N:11]=[CH:10]3)=[C:3]([O:2][CH3:1])[CH:4]=2)[N:21]=1. Procedure details: A solution of 2-[3-methoxy-4-(4-methyl-imidazol-1-yl)-phenylamino]-6-methyl-pyrimidin-4-ol (1.45 g (46.6 mmol) in phosphorous oxychloride (4.7 mL) was heated to reflux for 2 h. The excess of phosphorous oxychloride was evaporated under reduce pressure and the residue was treated carefully with ice and then, under ice cooling, with 25% aqueous ammonia. The precipitate formed was filtered off, washed with water and then with diethyl ether and dried to give the title compound (1.53 g, 100%) as a pa... Starting materials: CN1CCOCC1, CN(C)C=O, CCOC(C)=O, On1nnc2ccccc21, NCCNCCCc1ccccc1, O=C(O)C1CSC(c2cccnc2)N1. Product: O=C(NCCNCCCc1ccccc1)C1CSC(c2cccnc2)N1. Reaction SMILES: [CH3:14][N:15]1[CH2:16][CH2:17][O:18][CH2:19][CH2:20]1.[CH3:45][N:46]([CH3:47])[CH:48]=[O:49].[CH3:50][CH2:51][O:52][C:53](=[O:54])[CH3:55].[OH:21][n:22]1[c:23]2[cH:24][cH:25][cH:26][cH:27][c:28]2[n:29][n:30]1.[c:1]1([CH2:7][CH2:8][CH2:9][NH:10][CH2:11][CH2:12][NH2:13])[cH:2][cH:3][cH:4][cH:5][cH:6]1.[n:31]1[cH:32][c:33]([CH:37]2[S:38][CH2:39][CH:40]([C:42](=[O:43])[OH:44])[NH:41]2)[cH:34][cH:35][cH:36]1>>[c:1]1([CH2:7][CH2:8][CH2:9][NH:10][CH2:11][CH2:12][NH:13][C:42]([CH:40]2[CH2:39][S:38][CH:37]([c:33]3[cH:32][n:31][cH:36][cH:35][cH:34]3)[NH:41]2)=[O:43])[cH:2][cH:3][cH:4][cH:5][cH:6]1. The reactants are [Al+3], [Cl-], [Cl-], [Cl-], CSc1ccccc1Cl, ClCCl, Cl, O=C(Cl)Cc1ccccc1. The product is CSc1ccc(C(=O)Cc2ccccc2)cc1Cl. As a reaction SMILES: [Al+3:11].[Cl-:10].[Cl-:12].[Cl-:13].[Cl:1][c:2]1[c:3]([S:8][CH3:9])[cH:4][cH:5][cH:6][cH:7]1.[Cl:25][CH2:26][Cl:27].[ClH:24].[c:14]1([CH2:20][C:21](=[O:22])[Cl:23])[cH:15][cH:16][cH:17][cH:18][cH:19]1>>[Cl:1][c:2]1[c:3]([S:8][CH3:9])[cH:4][cH:5][c:6]([C:21]([CH2:20][c:14]2[cH:15][cH:16][cH:17][cH:18][cH:19]2)=[O:22])[cH:7]1. Reactants: COC(=O)Cn1c(C)cc2cc(F)ccc21, O=Cc1ccncc1S(=O)(=O)c1ccc(F)cc1. Product: COC(=O)Cn1c(C)c(Cc2ccncc2S(=O)(=O)c2ccc(F)cc2)c2cc(F)ccc21. RXN SMILES: [CH3:1][O:2][C:3]([CH2:4][n:5]1[c:6]([CH3:15])[cH:7][c:8]2[cH:9][c:10]([F:14])[cH:11][cH:12][c:13]12)=[O:16].[F:17][c:18]1[cH:19][cH:20][c:21]([S:24](=[O:25])(=[O:26])[c:27]2[cH:28][n:29][cH:30][cH:31][c:32]2[CH:33]=[O:34])[cH:22][cH:23]1>>[CH3:1][O:2][C:3]([CH2:4][n:5]1[c:6]([CH3:15])[c:7]([CH2:33][c:32]2[c:27]([S:24]([c:21]3[cH:20][cH:19][c:18]([F:17])[cH:23][cH:22]3)(=[O:25])=[O:26])[cH:28][n:29][cH:30][cH:31]2)[c:8]2[cH:9][c:10]([F:14])[cH:11][cH:12][c:13]12)=[O:16]. The reactants are [N+](=O)([O-])C1=C2C=COC(C2=CC=C1)=O (5-Nitro-isochromen-1-one), CN(CCN)C (N,N-dimethyl-1,2-ethanediamine), CO (methanol). The product is CN(CCN1C(C2=CC=CC(=C2C=C1)[N+](=O)[O-])=O)C (2-(2-Dimethylamino-ethyl)-5-nitro-2H-isoquinolin-1-one). As a reaction SMILES: [N+:1]([C:4]1[CH:13]=[CH:12][CH:11]=[C:10]2[C:5]=1[CH:6]=[CH:7]O[C:9]2=[O:14])([O-:3])=[O:2].[CH3:15][N:16]([CH3:20])[CH2:17][CH2:18][NH2:19].CO>>[CH3:15][N:16]([CH3:20])[CH2:17][CH2:18][N:19]1[CH:7]=[CH:6][C:5]2[C:10](=[CH:11][CH:12]=[CH:13][C:4]=2[N+:1]([O-:3])=[O:2])[C:9]1=[O:14]. Reported procedure: 5-Nitro-isochromen-1-one (1.83 g, 0.00957 mol) and N,N-dimethyl-1,2-ethanediamine (3 g, 0.03 mol) were refluxed in methanol (20 mL, 0.5 mol) for 1 hour. The volatiles were removed via rotovapor. The residue was purified via flash chromatography (40 g of silica gel, 50% EtOAc/CH2Cl2) and gave a light yellow solid. Reactants: C1CCOC1, [Li]C, COc1ccc2c(C(=O)N(C)OC)csc2c1, [Cl-], [NH4+]. Yields the product COc1ccc2c(C(C)=O)csc2c1. RXN SMILES: [CH2:22]1[O:23][CH2:24][CH2:25][CH2:26]1.[CH3:18][Li:19].[CH3:1][O:2][N:3]([C:4](=[O:5])[c:6]1[c:7]2[c:8]([s:9][cH:10]1)[cH:11][c:12]([O:15][CH3:16])[cH:13][cH:14]2)[CH3:17].[Cl-:20].[NH4+:21]>>[C:4](=[O:5])([c:6]1[c:7]2[c:8]([s:9][cH:10]1)[cH:11][c:12]([O:15][CH3:16])[cH:13][cH:14]2)[CH3:18].